From a dataset of the Open Reaction Database (ORD), a public repository of structured organic reaction records. describe an organic reaction: reactants, conditions, products, and yield The reactants are C[P+](C)(C)CC#N, CCC#N, CCN(C(C)C)C(C)C, CCNC(=O)c1ccc(N2CCNCC2)c(Cl)c1, [I-], O=c1[nH]c2cc(CO)cnc2c2cccn12. The product is CCNC(=O)c1ccc(N2CCN(Cc3cnc4c(c3)[nH]c(=O)n3cccc43)CC2)c(Cl)c1. Reaction SMILES: [C:36]([CH2:37][P+:38]([CH3:39])([CH3:40])[CH3:41])#[N:42].[C:52](#[N:53])[CH2:54][CH3:55].[CH2:43]([N:44]([CH:45]([CH3:46])[CH3:47])[CH:48]([CH3:49])[CH3:50])[CH3:51].[Cl:17][c:18]1[cH:19][c:20]([C:21](=[O:22])[NH:23][CH2:24][CH3:25])[cH:26][cH:27][c:28]1[N:29]1[CH2:30][CH2:31][NH:32][CH2:33][CH2:34]1.[I-:35].[OH:1][CH2:2][c:3]1[cH:4][c:5]2[c:6]([c:7]3[n:8]([c:9](=[O:11])[nH:10]2)[cH:12][cH:13][cH:14]3)[n:15][cH:16]1>>[CH2:2]([c:3]1[cH:4][c:5]2[c:6]([c:7]3[n:8]([c:9](=[O:11])[nH:10]2)[cH:12][cH:13][cH:14]3)[n:15][cH:16]1)[N:32]1[CH2:31][CH2:30][N:29]([c:28]2[c:18]([Cl:17])[cH:19][c:20]([C:21](=[O:22])[NH:23][CH2:24][CH3:25])[cH:26][cH:27]2)[CH2:34][CH2:33]1. Starting materials: CS(=O)(=O)C1=C(C=C(C=C1)C(C(=O)O)CC1OCCCC1)C(F)(F)F (2-(4-methylsulfonyl-3-trifluoromethyl-phenyl)-3-(tetrahydro-pyran-2-yl)-propionic acid), NC=1SC=CN1 (2-aminothiazole), N1=C(C=CC=C1C)C (2,6-lutidine), solution, C(C(=O)Cl)(=O)Cl (oxalyl chloride). Reagents/catalysts: CN(C=O)C (N,N-dimethylformamide). Run in C(Cl)Cl (methylene chloride), O (water), O1CCCC1 (tetrahydrofuran), C(Cl)Cl (methylene chloride). Run at temperature 0 celsius, time 30 minute. Yields the product hexanes ethyl acetate, CS(=O)(=O)C1=C(C=C(C=C1)C(C(=O)NC=1SC=CN1)CC1OCCCC1)C(F)(F)F (2-(4-methylsulfonyl-3-trifluoromethyl-phenyl)-3-(tetrahydro-pyran-2-yl)-N-thiazole-2-yl-propionamide). The yield is 61.5%. RXN SMILES: [CH3:1][S:2]([C:5]1[CH:10]=[CH:9][C:8]([CH:11]([CH2:15][CH:16]2[CH2:21][CH2:20][CH2:19][CH2:18][O:17]2)[C:12](O)=[O:13])=[CH:7][C:6]=1[C:22]([F:25])([F:24])[F:23])(=[O:4])=[O:3].C(Cl)(=O)C(Cl)=O.[NH2:32][C:33]1[S:34][CH:35]=[CH:36][N:37]=1.N1C(C)=CC=CC=1C>C(Cl)Cl.CN(C)C=O.O1CCCC1.O>[CH3:1][S:2]([C:5]1[CH:10]=[CH:9][C:8]([CH:11]([CH2:15][CH:16]2[CH2:21][CH2:20][CH2:19][CH2:18][O:17]2)[C:12]([NH:32][C:33]2[S:34][CH:35]=[CH:36][N:37]=2)=[O:13])=[CH:7][C:6]=1[C:22]([F:24])([F:23])[F:25])(=[O:3])=[O:4]. Procedure: A solution of 2-(4-methylsulfonyl-3-trifluoromethyl-phenyl)-3-(tetrahydro-pyran-2-yl)-propionic acid (50 mg, 0.13 mmol) in methylene chloride (1 mL) was treated with N,N-dimethylformamide (3 drops) and then cooled to 0° C. The reaction mixture was then treated with a 2.0M solution of oxalyl chloride in methylene chloride (0.08 mL, 0.156 mmol). The reaction mixture was stirred at 0° C. for 30 min, allowed to warm to 25° C., and then concentrated in vacuo to remove solvents and excess oxalyl chlor... The reactants are thiomethyl, C(CC(O)(C(=O)O)CC(=O)O)(=O)O.FC=1C=C(C=CC1F)C(CN(C(=O)C1=CC(=CC2=CC=CC=C12)[N+](=O)[O-])C)CCN1CCC(CC1)C1=C(C=CC=C1)[S@@](=O)C (N-[2-(3,4-Difluorophenyl)-4-[4-[(S)-2-methylsulfinylphenyl]-1-piperidinyl]butyl]-N-methyl-3-nitro-1-naphthamide Citrate), ClC=1C=C(C=CC1)O (3-Chlorophenol), BrBr (bromine), ClC=1C=C(C=CC1)O (3-chlorophenol). Product: 4-(4-chloro-2-(R,S)-methylsulfinylphenyl)piperidine, BrC1=C(C=C(C=C1)Cl)O (2-bromo-5-chlorophenol), BrC1=C(C=C(C=C1)O)Cl (4-bromo-3-chlorophenol). RXN SMILES: [Cl:1][C:2]1[CH:3]=[C:4]([OH:8])[CH:5]=[CH:6][CH:7]=1.C(O)(=O)CC(CC(O)=O)(C(O)=O)O.FC1C=C(C(CCN2CCC(C3C=CC=CC=3[S@](C)=O)CC2)CN(C)C(C2C3C(=CC=CC=3)C=C([N+]([O-])=O)C=2)=O)C=CC=1F.[Br:66]Br>>[Br:66][C:5]1[CH:6]=[CH:7][C:2]([Cl:1])=[CH:3][C:4]=1[OH:8].[Br:66][C:7]1[CH:6]=[CH:5][C:4]([OH:8])=[CH:3][C:2]=1[Cl:1] |f:1.2|. Procedure: The requisite 4-(4-chloro-2-(R,S)-methylsulfinylphenyl)piperidine was prepared according to the procedures described in Example 2 except 3-chlorophenol was used in place of 3-methoxyphenol. The oxidation of the thiomethyl adduct was carried out according to the procedure described in Example 16, sub-part (e). 3-Chlorophenol (24.28 g) was reacted with bromine (29.78 g) to give 6.15 g of 2-bromo-5-chlorophenol (minor isomer) and 24.60 g 4-bromo-3-chlorophenol (major isomer) after purification by c... The reactants are OC12CCC(CC1)(CC2)C2=NC=1N(C(N(C(C1N2)=O)CCC)=O)CCC (8-(4-Hydroxy-bicyclo[2.2.2]oct-1-yl)-1,3-dipropyl-3,7-dihydro-purine-2,6-dione), N1N=NN=C1 (1H-tetrazole), C(C)(C)(C)OO (tert-butyl hydroperoxide), OS(=O)[O-].[Na+] (NaHSO3), C(C)N(P(OCC1=CC=CC=C1)OCC1=CC=CC=C1)CC (dibenzyl diethylphosphoramidite). Solvent: C(C)#N (acetonitrile), C(Cl)Cl (methylene chloride). Reaction conditions: time 2 hour. The product is O=C1N(C(C=2NC(=NC2N1CCC)C12CCC(CC1)(CC2)OP(OCC2=CC=CC=C2)(OCC2=CC=CC=C2)=O)=O)CCC (Phosphoric acid dibenzyl ester 4-(2,6-dioxo-1,3-dipropyl-2,3,6,7-tetrahydro-1H-purin-8-yl)-bicyclo[2.2.2]oct-1-yl ester). As a reaction SMILES: [OH:1][C:2]12[CH2:9][CH2:8][C:5]([C:10]3[NH:18][C:17]4[C:16](=[O:19])[N:15]([CH2:20][CH2:21][CH3:22])[C:14](=[O:23])[N:13]([CH2:24][CH2:25][CH3:26])[C:12]=4[N:11]=3)([CH2:6][CH2:7]1)[CH2:4][CH2:3]2.N1C=NN=N1.C(N(CC)[P:35]([O:44][CH2:45][C:46]1[CH:51]=[CH:50][CH:49]=[CH:48][CH:47]=1)[O:36][CH2:37][C:38]1[CH:43]=[CH:42][CH:41]=[CH:40][CH:39]=1)C.C([O:58]O)(C)(C)C.OS([O-])=O.[Na+]>C(#N)C.C(Cl)Cl>[O:23]=[C:14]1[N:13]([CH2:24][CH2:25][CH3:26])[C:12]2[N:11]=[C:10]([C:5]34[CH2:8][CH2:9][C:2]([O:1][P:35](=[O:58])([O:36][CH2:37][C:38]5[CH:39]=[CH:40][CH:41]=[CH:42][CH:43]=5)[O:44][CH2:45][C:46]5[CH:47]=[CH:48][CH:49]=[CH:50][CH:51]=5)([CH2:7][CH2:6]3)[CH2:3][CH2:4]4)[NH:18][C:17]=2[C:16](=[O:19])[N:15]1[CH2:20][CH2:21][CH3:22] |f:4.5|. Procedure details: 8-(4-Hydroxy-bicyclo[2.2.2]oct-1-yl)-1,3-dipropyl-3,7-dihydro-purine-2,6-dione (Example 13a) (180 mg, 0.5 mmol) was dissolved in a mixture of 1H-tetrazole (350 mg, 5 mmol) in 10 ml of dry acetonitrile and 10 ml of dry methylene chloride. At room temperature dibenzyl diethylphosphoramidite (476 mg, 1.5 mmol) was added under nitrogen and the mixture was stirred for 2 h. Then 70% tert-butyl hydroperoxide solution (1 ml) was added and the mixture was stirred for 1 h. At 0° C. 15 ml of 10% NaHSO3 was... Starting materials: COc1ccc(C(Nc2ncnc3c2ncn3C2CC(O)C(CO)O2)(c2ccccc2)c2ccccc2)cc1, COc1ccc(C(Cl)(c2ccccc2)c2ccccc2)cc1, CO, c1ccncc1. Product: COc1ccc(C(Nc2ncnc3c2ncn3C2CC(O)C(COC(c3ccccc3)(c3ccccc3)c3ccc(OC)cc3)O2)(c2ccccc2)c2ccccc2)cc1. Reaction SMILES: [CH3:1][O:2][c:3]1[cH:4][cH:5][c:6]([C:7]([c:8]2[cH:9][cH:10][cH:11][cH:12][cH:13]2)([c:14]2[cH:15][cH:16][cH:17][cH:18][cH:19]2)[NH:20][c:21]2[c:22]3[n:23][cH:24][n:25]([CH:30]4[CH2:31][CH:32]([OH:33])[CH:34]([CH2:36][OH:37])[O:35]4)[c:26]3[n:27][cH:28][n:29]2)[cH:38][cH:39]1.[CH3:40][O:41][c:42]1[cH:43][cH:44][c:45]([C:46]([c:47]2[cH:48][cH:49][cH:50][cH:51][cH:52]2)([c:53]2[cH:54][cH:55][cH:56][cH:57][cH:58]2)[Cl:59])[cH:60][cH:61]1.[CH3:62][OH:63].[cH:64]1[cH:65][cH:66][n:67][cH:68][cH:69]1>>[CH3:1][O:2][c:3]1[cH:4][cH:5][c:6]([C:7]([c:8]2[cH:9][cH:10][cH:11][cH:12][cH:13]2)([c:14]2[cH:15][cH:16][cH:17][cH:18][cH:19]2)[NH:20][c:21]2[c:22]3[n:23][cH:24][n:25]([CH:30]4[CH2:31][CH:32]([OH:33])[CH:34]([CH2:36][O:37][C:46]([c:45]5[cH:44][cH:43][c:42]([O:41][CH3:40])[cH:61][cH:60]5)([c:47]5[cH:48][cH:49][cH:50][cH:51][cH:52]5)[c:53]5[cH:54][cH:55][cH:56][cH:57][cH:58]5)[O:35]4)[c:26]3[n:27][cH:28][n:29]2)[cH:38][cH:39]1. Product: O=C(O)C1(c2ccc3c(c2)OC2(CCC2)O3)CC1. As a reaction SMILES: [CH2:1]1[CH2:2][CH2:3][C:4]12[O:5][c:6]1[c:7]([cH:9][cH:10][c:11]([C:13]3([C:16](=[O:17])[O:18][CH3:19])[CH2:14][CH2:15]3)[cH:12]1)[O:8]2.[CH2:23]1[O:24][CH2:25][CH2:26][CH2:27]1.[ClH:22].[Li+:21].[OH-:20].[OH2:28]>>[CH2:1]1[CH2:2][CH2:3][C:4]12[O:5][c:6]1[c:7]([cH:9][cH:10][c:11]([C:13]3([C:16](=[O:17])[OH:18])[CH2:14][CH2:15]3)[cH:12]1)[O:8]2. The reactants are COC(=O)C1(c2ccc3c(c2)OC2(CCC2)O3)CC1, C1CCOC1, Cl, [Li+], [OH-], O.